Dataset: the Open Reaction Database (ORD), a public repository of structured organic reaction records. Task: describe an organic reaction: reactants, conditions, products, and yield Starting materials: CC(=CCCC(=C)C=C)C (myrcene), C(C(C)(C)C)(=O)OC=C (vinyl pivalate). Solvent: O (water), CO (methanol). Run at temperature 70 celsius, time 6 hour. Product: C(C(C)(C)C)(=O)OC=CCC(CCC=C(C)C)C=C (4-vinyl-8-methyl-1,7-nonadienyl pivalate). As a reaction SMILES: [CH3:1][C:2]([CH3:10])=[CH:3][CH2:4][CH2:5][C:6]([CH:8]=[CH2:9])=[CH2:7].[C:11]([O:17][CH:18]=[CH2:19])(=[O:16])[C:12]([CH3:15])([CH3:14])[CH3:13]>CO.O>[C:11]([O:17][CH:18]=[CH:19][CH2:7][CH:6]([CH:8]=[CH2:9])[CH2:5][CH2:4][CH:3]=[C:2]([CH3:10])[CH3:1])(=[O:16])[C:12]([CH3:15])([CH3:14])[CH3:13]. Reported procedure: 23.7 mg (0.055 mmol) of (N-2-aminomethyl-p-toluenesulfonamide)(η6-benzene)ruthenium (II) chloride obtained in the Reference Example 4 and 17.5 mg (0.068 mmol) of silver triflate were mixed in 2 ml of methanol, to which were added 2 ml (purity: 78%, 1.25 g, 9.2 mmol) of myrcene and 1.73 g (13 mmol) of vinyl pivalate. The mixture was stirred at 70° C. for 6 hours. The reaction mixture was diluted with water and the organic layer was analyzed by gas chromatography to confirm that the title compound... The reactants are O=c1ccc2c(OCc3ccccc3)cccc2n1CC1OCCO1, O=C(O)C(F)(F)F. Yields the product O=CCn1c(=O)ccc2c(OCc3ccccc3)cccc21. RXN SMILES: [O:1]1[CH:2]([CH2:6][n:7]2[c:8](=[O:25])[cH:9][cH:10][c:11]3[c:12]([O:17][CH2:18][c:19]4[cH:20][cH:21][cH:22][cH:23][cH:24]4)[cH:13][cH:14][cH:15][c:16]23)[O:5][CH2:4][CH2:3]1.[OH:26][C:27]([C:28]([F:29])([F:30])[F:31])=[O:32]>>[O:1]=[CH:2][CH2:6][n:7]1[c:8](=[O:25])[cH:9][cH:10][c:11]2[c:12]([O:17][CH2:18][c:19]3[cH:20][cH:21][cH:22][cH:23][cH:24]3)[cH:13][cH:14][cH:15][c:16]12.